This data is from the Open Reaction Database (ORD), a public repository of structured organic reaction records. The task is: describe an organic reaction: reactants, conditions, products, and yield Starting materials: CC=1C=C(C=CC(=O)OC)C=CC1OC (Methyl 3-methyl-4-methoxycinnamate), COC1=C(C=C(C=CC(=O)OC)C=C1)COC1=C(C(=C(C=C1)C(C)=O)O)CCC (Methyl 4-methoxy-3-(4-acetyl-3-hydroxy-2-propylphenoxy)methylcinnamate). The product is COC1=C(C=C(C=CC(=O)O)C=C1)COC1=C(C(=C(C=C1)C(C)=O)O)CCC (4-Methoxy-3-(4-acetyl-3-hydroxy-2-propylphenoxy)methylcinnamic acid). As a reaction SMILES: CC1C=C(C=CC=1OC)C=CC(OC)=O.[CH3:16][O:17][C:18]1[CH:29]=[CH:28][C:21]([CH:22]=[CH:23][C:24]([O:26]C)=[O:25])=[CH:20][C:19]=1[CH2:30][O:31][C:32]1[CH:37]=[CH:36][C:35]([C:38](=[O:40])[CH3:39])=[C:34]([OH:41])[C:33]=1[CH2:42][CH2:43][CH3:44]>>[CH3:16][O:17][C:18]1[CH:29]=[CH:28][C:21]([CH:22]=[CH:23][C:24]([OH:26])=[O:25])=[CH:20][C:19]=1[CH2:30][O:31][C:32]1[CH:37]=[CH:36][C:35]([C:38](=[O:40])[CH3:39])=[C:34]([OH:41])[C:33]=1[CH2:42][CH2:43][CH3:44]. Reported procedure: Methyl 3-methyl-4-methoxycinnamate was carried through steps analogous to those described in Example 16, steps b., c. and d. Methyl 4-methoxy-3-(4-acetyl-3-hydroxy-2-propylphenoxy)methylcinnamate melted at 141°-143° C. The title compound was recrystallized from ethanol to give flocculent needles, mp 245°-246° C. The reactants are O=C(OCc1ccccc1)N1CCC(S(=O)(=O)Cl)CC1, Cl, CN(C(=O)N(C)C1CCNCC1c1ccc(F)cc1)c1cc(C(F)(F)F)cc(C(F)(F)F)c1. The product is CN(C(=O)N(C)C1CCN(S(=O)(=O)C2CCN(C(=O)OCc3ccccc3)CC2)CC1c1ccc(F)cc1)c1cc(C(F)(F)F)cc(C(F)(F)F)c1. Reaction SMILES: [Cl:35][S:36](=[O:37])(=[O:38])[CH:39]1[CH2:40][CH2:41][N:42]([C:45](=[O:46])[O:47][CH2:48][c:49]2[cH:50][cH:51][cH:52][cH:53][cH:54]2)[CH2:43][CH2:44]1.[ClH:1].[F:2][C:3]([c:4]1[cH:5][c:6]([N:14]([C:15](=[O:16])[N:17]([CH3:18])[CH:19]2[CH:20]([c:25]3[cH:26][cH:27][c:28]([F:31])[cH:29][cH:30]3)[CH2:21][NH:22][CH2:23][CH2:24]2)[CH3:32])[cH:7][c:8]([C:10]([F:11])([F:12])[F:13])[cH:9]1)([F:33])[F:34]>>[F:2][C:3]([c:4]1[cH:5][c:6]([N:14]([C:15](=[O:16])[N:17]([CH3:18])[CH:19]2[CH:20]([c:25]3[cH:26][cH:27][c:28]([F:31])[cH:29][cH:30]3)[CH2:21][N:22]([S:36](=[O:37])(=[O:38])[CH:39]3[CH2:40][CH2:41][N:42]([C:45](=[O:46])[O:47][CH2:48][c:49]4[cH:50][cH:51][cH:52][cH:53][cH:54]4)[CH2:43][CH2:44]3)[CH2:23][CH2:24]2)[CH3:32])[cH:7][c:8]([C:10]([F:11])([F:12])[F:13])[cH:9]1)([F:33])[F:34]. Starting materials: NC1=C2C=CC=NC2=C2N=CC=CC2=C1 (5-Amino-1,10-phenanthroline), BrCC(=O)Br (bromoacetyl bromide). The solvent is C(C)#N (acetonitrile), C(C)#N (acetonitrile). Yields the product BrCC(=O)C1=NC2=C3N=CC=CC3=CC(=C2C=C1)N (Bromoacetyl-5-Amino-1,1 0-Phenanthroline). Reaction SMILES: [NH2:1][C:2]1[CH:15]=[C:14]2[C:9]([N:10]=[CH:11][CH:12]=[CH:13]2)=[C:8]2[C:3]=1[CH:4]=[CH:5][CH:6]=[N:7]2.[Br:16][CH2:17][C:18](Br)=[O:19]>C(#N)C>[Br:16][CH2:17][C:18]([C:6]1[CH:5]=[CH:4][C:3]2[C:8](=[C:9]3[C:14](=[CH:15][C:2]=2[NH2:1])[CH:13]=[CH:12][CH:11]=[N:10]3)[N:7]=1)=[O:19]. Reported procedure: 5-Amino-1,10-phenanthroline (2) (Preparation 1; 1.28 g; 6.54 mmol) was dissolved with heating in 200 ml anhydrous acetonitrile. Into this solution, was added bromoacetyl bromide (Aldrich; 6.60 g; 32.7 mmol) in 7.2 ml anhydrous acetonitrile. Reactants: [Cl-].[NH4+] (ammonium chloride), BrC=1C=C2C(C(NC2=CC1)=O)(C)C (5-bromo-1,3-dihydro-3,3-dimethyl-2H-indol-2-one), COC=1C=C(C=CC1)B(O)O (3-methoxyphenylboronic acid), C([O-])([O-])=O.[K+].[K+] (potassium carbonate). The reagents and catalysts are C=1C=CC(=CC1)[P](C=2C=CC=CC2)(C=3C=CC=CC3)[Pd]([P](C=4C=CC=CC4)(C=5C=CC=CC5)C=6C=CC=CC6)([P](C=7C=CC=CC7)(C=8C=CC=CC8)C=9C=CC=CC9)[P](C=1C=CC=CC1)(C=1C=CC=CC1)C=1C=CC=CC1 (tetrakis(triphenylphosphine)palladium(0)). Solvent: CCOC(=O)C (EtOAc), C(OC)COC (dimethoxyethane), O (water). Run at time 15 minute. The product is BrC=1C=C2C(C(NC2=CC1)=O)(C)C.COC=1C=C(C=CC1)C=1C=C2C(C(NC2=CC1)=O)(C)C (5-(3-Methoxy-phenyl)-3,3-dimethyl-1,3-dihydro-indol-2-one 5-bromo-1,3-dihydro-3,3-dimethyl-2H-indol-2-one). Isolated yield 31.4%. RXN SMILES: [Br:1][C:2]1[CH:3]=[C:4]2[C:8](=[CH:9][CH:10]=1)[NH:7][C:6](=[O:11])[C:5]2([CH3:13])[CH3:12].[CH3:14][O:15][C:16]1[CH:17]=[C:18](B(O)O)[CH:19]=[CH:20][CH:21]=1.C(=O)([O-])[O-].[K+].[K+].[Cl-].[NH4+]>C(COC)OC.O.C1C=CC([P]([Pd]([P](C2C=CC=CC=2)(C2C=CC=CC=2)C2C=CC=CC=2)([P](C2C=CC=CC=2)(C2C=CC=CC=2)C2C=CC=CC=2)[P](C2C=CC=CC=2)(C2C=CC=CC=2)C2C=CC=CC=2)(C2C=CC=CC=2)C2C=CC=CC=2)=CC=1.CCOC(C)=O>[Br:1][C:2]1[CH:3]=[C:4]2[C:8](=[CH:9][CH:10]=1)[NH:7][C:6](=[O:11])[C:5]2([CH3:13])[CH3:12].[CH3:14][O:15][C:16]1[CH:21]=[C:20]([C:2]2[CH:3]=[C:4]3[C:8](=[CH:9][CH:10]=2)[NH:7][C:6](=[O:11])[C:5]3([CH3:13])[CH3:12])[CH:19]=[CH:18][CH:17]=1 |f:2.3.4,5.6,11.12,^1:43,45,64,83|. Reported procedure: 5-bromo-1,3-dihydro-3,3-dimethyl-2H-indol-2-one (0.33 g, 1.38 mmol) and tetrakis(triphenylphosphine)palladium(0) (0.094 g) were stirred under an atmosphere of nitrogen in dimethoxyethane (12 cm3). After 15 minutes, 3-methoxyphenylboronic acid (0.42 g, 2.76 mmol) was added, followed by potassium carbonate (1.15 g, 8.34 mmol) in water (5 cm3). The reaction was heated to reflux for 5 hours, and then cooled to room temperature. Saturated aqueous ammonium chloride and EtOAc were added and the mixture...